describe an organic reaction: reactants, conditions, products, and yield From a dataset of the Open Reaction Database (ORD), a public repository of structured organic reaction records. Reactants: cuprous chloride, ClC1=C(C(=O)O)C=CC=C1 (o-chlorobenzoic acid), CNC (dimethylamine). Run in C(C(C)C)O (isobutyl alcohol), C(C(C)C)O (isobutyl alcohol). Conditions: temperature 100 celsius. Yields the product C(C(C)C)OC1=C(C(=O)O)C=CC=C1 (2-isobutoxybenzoic acid). Yield: 141.4%. RXN SMILES: CNC.Cl[C:5]1[CH:13]=[CH:12][CH:11]=[CH:10][C:6]=1[C:7]([OH:9])=[O:8]>C(O)C(C)C>[CH2:7]([O:8][C:5]1[CH:13]=[CH:12][CH:11]=[CH:10][C:6]=1[C:7]([OH:9])=[O:8])[CH:6]([CH3:10])[CH3:5]. Procedure: In a pressure-resistant sealed vessel, were dissolved 1.14 g of o-chlorobenzoic acid (7.3 mM) and 0.18 g of cuprous chloride (1.8 mM) in 5 g of an isobutyl alcohol solution containing 20% dimethylamine (about 6.0 ml) prior to addition of isobutyl alcohol to a total volume of 50 ml, followed by heating to 100° C. as in Example 4. The reaction mixture solution was analyzed periodically over time by GC-MSE1 in the same manner as in Example 4, in order to follow the progress of the reaction. As a re...